From a dataset of the Open Reaction Database (ORD), a public repository of structured organic reaction records. describe an organic reaction: reactants, conditions, products, and yield Procedure: 172 mg (0.21 mmol) (1-{4-[9-(3-Cyanophenyl)-3-phenylpyrimido[1,2-b]indazol-2-yl]phenyl}cyclobutyl)carbamic acid tert-butyl ester in 12 mL 4M hydrogen chloride in dioxane were stirred over night at room temperature. The solvent was evaporated and the residue was treated with saturated sodium bicarbonate solution. After extraction with dichloromethane (three times) the combined organic extracts were washed with brine, dried (sodium sulfate) and filtrated. The solvent was removed and the crude resi... The reactants are C(C)(C)(C)OC(NC1(CCC1)C1=CC=C(C=C1)C1=NC=2N(N=C3C=CC(=CC23)C2=CC(=CC=C2)C#N)C=C1C1=CC=CC=C1)=O ((1-{4-[9-(3-Cyanophenyl)-3-phenylpyrimido[1,2-b]indazol-2-yl]phenyl}cyclobutyl)carbamic acid tert-butyl ester). The solvent is Cl (hydrogen chloride), O1CCOCC1 (dioxane). Product: NC1(CCC1)C1=CC=C(C=C1)C1=NC=2N(N=C3C(=CC=CC23)C=2C=C(C#N)C=CC2)C=C1C1=CC=CC=C1 (3-{2-[4-(1-Aminocyclobutyl)phenyl]-3-phenylpyrimido[1,2-b]indazol-7-yl}-benzonitrile). The yield is 22.3%. Reaction SMILES: C(OC(=O)[NH:7][C:8]1([C:12]2[CH:17]=[CH:16][C:15]([C:18]3[C:38]([C:39]4[CH:44]=[CH:43][CH:42]=[CH:41][CH:40]=4)=[CH:37][N:21]4[N:22]=[C:23]5[C:28]([CH:27]=[C:26]([C:29]6[CH:34]=[CH:33][CH:32]=[C:31]([C:35]#[N:36])[CH:30]=6)[CH:25]=[CH:24]5)=[C:20]4[N:19]=3)=[CH:14][CH:13]=2)[CH2:11][CH2:10][CH2:9]1)(C)(C)C>Cl.O1CCOCC1>[NH2:7][C:8]1([C:12]2[CH:13]=[CH:14][C:15]([C:18]3[C:38]([C:39]4[CH:44]=[CH:43][CH:42]=[CH:41][CH:40]=4)=[CH:37][N:21]4[N:22]=[C:27]5[C:28]([CH:23]=[CH:24][CH:25]=[C:26]5[C:29]5[CH:30]=[C:31]([CH:32]=[CH:33][CH:34]=5)[C:35]#[N:36])=[C:20]4[N:19]=3)=[CH:16][CH:17]=2)[CH2:9][CH2:10][CH2:11]1. Reactants: C(=O)(OC(C)(C)C)N(C1CCC(CC1)NCC=1C=C(C=CC1OC)B(O)O)C (3-{[4-(BOC-methyl-amino)-cyclohexylamino]-methyl}-4-methoxy-benzene boronic acid), BrC1=CC=CC=C1 (bromobenzene). Yields the product COC1=C(C=C(C=C1)C1=CC=CC=C1)CNC1CCC(CC1)N(C(OC(C)(C)C)=O)C (tert-Butyl {4-[(4-methoxy-biphenyl-3-ylmethyl)-amino]-cyclohexyl}-methyl-carbamate). Reaction SMILES: [C:1]([N:8]([CH3:28])[CH:9]1[CH2:14][CH2:13][CH:12]([NH:15][CH2:16][C:17]2[CH:18]=[C:19](B(O)O)[CH:20]=[CH:21][C:22]=2[O:23][CH3:24])[CH2:11][CH2:10]1)([O:3][C:4]([CH3:7])([CH3:6])[CH3:5])=[O:2].Br[C:30]1[CH:35]=[CH:34][CH:33]=[CH:32][CH:31]=1>>[CH3:24][O:23][C:22]1[CH:21]=[CH:20][C:19]([C:30]2[CH:35]=[CH:34][CH:33]=[CH:32][CH:31]=2)=[CH:18][C:17]=1[CH2:16][NH:15][CH:12]1[CH2:13][CH2:14][CH:9]([N:8]([CH3:28])[C:1](=[O:2])[O:3][C:4]([CH3:7])([CH3:6])[CH3:5])[CH2:10][CH2:11]1. Reported procedure: Boronic acid 4 (1.0 g, 2.55 mmol) is coupled to bromobenzene (0.32 mL, 3.0 mmol) using Method A to give the title compound. The reactants are O=C(Nc1nc2cc(-c3cccc(C(F)(F)F)c3)ccc2[nH]1)c1cn2nc(Cl)ccc2n1, [H-], [Na+], OCCN1CCOCC1, CN(C)C=O, O. Yields the product O=C(Nc1nc2cc(-c3cccc(C(F)(F)F)c3)ccc2[nH]1)c1cn2nc(OCCN3CCOCC3)ccc2n1. RXN SMILES: [F:1][C:2]([c:3]1[cH:4][c:5](-[c:9]2[cH:10][c:11]3[c:12]([nH:13][c:14]([NH:16][C:17](=[O:18])[c:19]4[n:20][c:21]5[n:22]([n:23][c:24]([Cl:27])[cH:25][cH:26]5)[cH:28]4)[n:15]3)[cH:29][cH:30]2)[cH:6][cH:7][cH:8]1)([F:31])[F:32].[H-:43].[Na+:42].[O:33]1[CH2:34][CH2:35][N:36]([CH2:39][CH2:40][OH:41])[CH2:37][CH2:38]1.[O:45]=[CH:46][N:47]([CH3:48])[CH3:49].[OH2:44]>>[F:1][C:2]([c:3]1[cH:4][c:5](-[c:9]2[cH:10][c:11]3[c:12]([nH:13][c:14]([NH:16][C:17](=[O:18])[c:19]4[n:20][c:21]5[n:22]([n:23][c:24]([O:41][CH2:40][CH2:39][N:36]6[CH2:35][CH2:34][O:33][CH2:38][CH2:37]6)[cH:25][cH:26]5)[cH:28]4)[n:15]3)[cH:29][cH:30]2)[cH:6][cH:7][cH:8]1)([F:31])[F:32]. Reactants: NC1=C(C(=O)NC2=CC=C(C=C2)Br)C=C(C=C1)OC (2-amino-N-(4-bromo-phenyl)-5-methoxy-benzamide), OCCOC1=C(C=C(C=O)C=C1C)C (4-(2-hydroxy-ethoxy)-3,5-dimethyl-benzaldehyde). Reagents/catalysts: [Cu](Cl)Cl (copper (II) chloride). Solvent: C(C)O (ethanol). Yields the product BrC1=CC=C(C=C1)N1C(=NC2=CC=C(C=C2C1=O)OC)C1=CC(=C(C(=C1)C)OCCO)C (3-(4-bromophenyl)-2-(4-(2-hydroxyethoxy)-3,5-dimethylphenyl)-6-methoxyquinazolin-4(3H)-one). RXN SMILES: [NH2:1][C:2]1[CH:17]=[CH:16][C:15]([O:18][CH3:19])=[CH:14][C:3]=1[C:4]([NH:6][C:7]1[CH:12]=[CH:11][C:10]([Br:13])=[CH:9][CH:8]=1)=[O:5].[OH:20][CH2:21][CH2:22][O:23][C:24]1[C:31]([CH3:32])=[CH:30][C:27]([CH:28]=O)=[CH:26][C:25]=1[CH3:33]>C(O)C.[Cu](Cl)Cl>[Br:13][C:10]1[CH:9]=[CH:8][C:7]([N:6]2[C:4](=[O:5])[C:3]3[C:2](=[CH:17][CH:16]=[C:15]([O:18][CH3:19])[CH:14]=3)[N:1]=[C:28]2[C:27]2[CH:30]=[C:31]([CH3:32])[C:24]([O:23][CH2:22][CH2:21][OH:20])=[C:25]([CH3:33])[CH:26]=2)=[CH:12][CH:11]=1. Procedure: To a solution of 2-amino-N-(4-bromo-phenyl)-5-methoxy-benzamide (0.240 g, 0.740 mmol) and 4-(2-hydroxy-ethoxy)-3,5-dimethyl-benzaldehyde (0.145 g, 0.740 mmol) in anhydrous ethanol (20 mL) was added anhydrous copper (II) chloride (0.298 g, 2.22 mmol). The reaction mixture was stirred at reflux for 4 hours under nitrogen. The solvent was removed and the residue was diluted with ethyl acetate (100 mL) and water (100 mL). After separation the organic phase was further backwashed with water (100 mL),... Reactants: CC(=O)OCCN(C)C(=O)C1(CCC(C)C)C(=O)C(C2=NS(=O)(=O)c3cc(NS(C)(=O)=O)ccc3N2)C(=O)c2ccccc21, CC(=O)OCC1CCCN1C(=O)C1(CCC(C)C)C(=O)C(C2=NS(=O)(=O)c3cc(NS(C)(=O)=O)ccc3N2)=C(O)c2ccccc21. Yields the product CC(C)CCC1(C(=O)N(C)CCO)C(=O)C(C2=NS(=O)(=O)c3cc(NS(C)(=O)=O)ccc3N2)C(=O)c2ccccc21. As a reaction SMILES: [C:1](=[O:2])([CH3:3])[O:4][CH2:5][CH2:6][N:7]([C:8](=[O:9])[C:10]1([CH2:39][CH2:40][CH:41]([CH3:42])[CH3:43])[C:11](=[O:38])[CH:12]([C:21]2=[N:22][S:23](=[O:36])(=[O:37])[c:24]3[c:25]([cH:27][cH:28][c:29]([NH:31][S:32](=[O:33])(=[O:34])[CH3:35])[cH:30]3)[NH:26]2)[C:13](=[O:20])[c:14]2[cH:15][cH:16][cH:17][cH:18][c:19]21)[CH3:44].[C:45]([O:46][CH2:47][CH:48]1[CH2:49][CH2:50][CH2:51][N:52]1[C:53]([C:54]1([CH2:55][CH2:56][CH:57]([CH3:58])[CH3:59])[c:60]2[c:61]([cH:62][cH:63][cH:64][cH:65]2)[C:66]([OH:67])=[C:68]([C:69]2=[N:85][S:82](=[O:83])(=[O:84])[c:81]3[c:71]([cH:72][cH:73][c:74]([NH:75][S:76]([CH3:77])(=[O:78])=[O:79])[cH:80]3)[NH:70]2)[C:86]1=[O:87])=[O:88])(=[O:89])[CH3:90]>>[OH:4][CH2:5][CH2:6][N:7]([C:8](=[O:9])[C:10]1([CH2:39][CH2:40][CH:41]([CH3:42])[CH3:43])[C:11](=[O:38])[CH:12]([C:21]2=[N:22][S:23](=[O:36])(=[O:37])[c:24]3[c:25]([cH:27][cH:28][c:29]([NH:31][S:32](=[O:33])(=[O:34])[CH3:35])[cH:30]3)[NH:26]2)[C:13](=[O:20])[c:14]2[cH:15][cH:16][cH:17][cH:18][c:19]21)[CH3:44]. Starting materials: BrCc1ccccc1, Brc1ccc2c(c1)NCCC2, O=C([O-])[O-], [K+], [K+], CN(C)C=O. Yields the product Brc1ccc2c(c1)N(Cc1ccccc1)CCC2. RXN SMILES: [Br:18][CH2:19][c:20]1[cH:21][cH:22][cH:23][cH:24][cH:25]1.[Br:1][c:2]1[cH:3][cH:4][c:5]2[c:10]([cH:11]1)[NH:9][CH2:8][CH2:7][CH2:6]2.[C:12](=[O:13])([O-:14])[O-:15].[K+:16].[K+:17].[O:26]=[CH:27][N:28]([CH3:29])[CH3:30]>>[Br:1][c:2]1[cH:3][cH:4][c:5]2[c:10]([cH:11]1)[N:9]([CH2:19][c:20]1[cH:21][cH:22][cH:23][cH:24][cH:25]1)[CH2:8][CH2:7][CH2:6]2. Reactants: [Cl-].[Al+3].[Cl-].[Cl-] (aluminium chloride), CC(CC1=CC=CC=C1)(C)NC=O (N-(1,1-dimethyl-2-phenyl-ethyl)-formamide), BrBr (bromine). The solvent is C(Cl)Cl (DCM). Conditions: temperature -5 celsius. The product is BrC1=CC=C(C=C1)CC(C)(C)NC=O (N-[2-(4-Bromo-phenyl)-1,1-dimethyl-ethyl]-formamide). Reaction SMILES: [CH3:1][C:2]([NH:11][CH:12]=[O:13])([CH3:10])[CH2:3][C:4]1[CH:9]=[CH:8][CH:7]=[CH:6][CH:5]=1.[Cl-].[Al+3].[Cl-].[Cl-].[Br:18]Br>C(Cl)Cl>[Br:18][C:7]1[CH:6]=[CH:5][C:4]([CH2:3][C:2]([NH:11][CH:12]=[O:13])([CH3:1])[CH3:10])=[CH:9][CH:8]=1 |f:1.2.3.4|. Procedure details: 1.00 g (5.64 mmol) N-(1,1-dimethyl-2-phenyl-ethyl)-formamide (I34) is added to 8 mL DCM and cooled down to −5° C. Then 1.50 g (11.3 mmol) aluminium chloride is added by several portions, stirred for 5 min, before 0.9 g (5.64) bromine is added over a period of 1 min. Having finished the addition, the mixture is stirred for two more minutes at 0° C., poured onto ice water and extracted with DCM. The organic layer is dried with MgSO4 and the solvent is removed in vacuo. Starting materials: ClC=1C=C(C(=O)OCC2=CC=CC=C2)C=C(C1)O (Benzyl 3-chloro-5-hydroxybenzoate), 3-bromno-1-propanol, C([O-])([O-])=O.[Cs+].[Cs+] (cesium carbonate), BrCCCO (3-bromo-1-propanol), C([O-])([O-])=O.[Cs+].[Cs+] (cesium carbonate), [I-].[Na+] (sodium iodide), BrCCCO (3-bromo-1-propanol), C([O-])([O-])=O.[Cs+].[Cs+] (cesium carbonate). Run in C(C)#N (acetonitrile). Run at temperature 50 celsius, time 16 hour. Product: ClC=1C=C(C(=O)OCC2=CC=CC=C2)C=C(C1)OCCCO (Benzyl 3-chloro-5-(3-hydroxypropoxy)benzoate). Reaction SMILES: [Cl:1][C:2]1[CH:3]=[C:4]([CH:15]=[C:16]([OH:18])[CH:17]=1)[C:5]([O:7][CH2:8][C:9]1[CH:14]=[CH:13][CH:12]=[CH:11][CH:10]=1)=[O:6].C(=O)([O-])[O-].[Cs+].[Cs+].Br[CH2:26][CH2:27][CH2:28][OH:29].[I-].[Na+]>C(#N)C>[Cl:1][C:2]1[CH:3]=[C:4]([CH:15]=[C:16]([O:18][CH2:26][CH2:27][CH2:28][OH:29])[CH:17]=1)[C:5]([O:7][CH2:8][C:9]1[CH:14]=[CH:13][CH:12]=[CH:11][CH:10]=1)=[O:6] |f:1.2.3,5.6|. Procedure: To a solution of phenol 25 (8.80 g, 33.0 mmol) and 3-bromno-1-propanol (2.9 mL, 33 mmol) in acetonitrile (300 nL) was added solid cesium carbonate (12 g, 37 mmol). After stirring 16hrs at 50° C., more 3-bromo-1-propanol (3.3 mmol) and cesium carbonate (3.3 mmol) were added and the reaction stirred another 2 hrs. After adding more 3-bromo-1-propanol and cesium carbonate (3.3 mmol each) and sodium iodide (3.3 mmol), the reaction was stirred 30 minutes at 65° C., then cooled and filtered. The filtr... The reactants are O=C([O-])[O-], CCO, COCCOC, OB(O)c1ccc(F)cc1Cl, Cc1cc([N+](=O)[O-])cnc1Cl, [Na+], [Na+], O, c1ccc(P(c2ccccc2)(c2ccccc2)[Pd](P(c2ccccc2)(c2ccccc2)c2ccccc2)(P(c2ccccc2)(c2ccccc2)c2ccccc2)P(c2ccccc2)(c2ccccc2)c2ccccc2)cc1. The product is Cc1cc([N+](=O)[O-])cnc1-c1ccc(F)cc1Cl. As a reaction SMILES: [C:26](=[O:27])([O-:28])[O-:29].[CH3:12][CH2:13][OH:14].[CH3:32][O:33][CH2:34][CH2:35][O:36][CH3:37].[Cl:15][c:16]1[c:17]([B:23]([OH:24])[OH:25])[cH:18][cH:19][c:20]([F:22])[cH:21]1.[Cl:1][c:2]1[n:3][cH:4][c:5]([N+:9](=[O:10])[O-:11])[cH:6][c:7]1[CH3:8].[Na+:30].[Na+:31].[OH2:38].[cH:39]1[cH:40][cH:41][c:42]([P:43]([Pd:44]([P:45]([c:46]2[cH:47][cH:48][cH:49][cH:50][cH:51]2)([c:52]2[cH:53][cH:54][cH:55][cH:56][cH:57]2)[c:58]2[cH:59][cH:60][cH:61][cH:62][cH:63]2)([P:64]([c:65]2[cH:66][cH:67][cH:68][cH:69][cH:70]2)([c:71]2[cH:72][cH:73][cH:74][cH:75][cH:76]2)[c:77]2[cH:78][cH:79][cH:80][cH:81][cH:82]2)[P:83]([c:84]2[cH:85][cH:86][cH:87][cH:88][cH:89]2)([c:90]2[cH:91][cH:92][cH:93][cH:94][cH:95]2)[c:96]2[cH:97][cH:98][cH:99][cH:100][cH:101]2)([c:102]2[cH:103][cH:104][cH:105][cH:106][cH:107]2)[c:108]2[cH:109][cH:110][cH:111][cH:112][cH:113]2)[cH:114][cH:115]1>>[c:2]1(-[c:17]2[c:16]([Cl:15])[cH:21][c:20]([F:22])[cH:19][cH:18]2)[n:3][cH:4][c:5]([N+:9](=[O:10])[O-:11])[cH:6][c:7]1[CH3:8]. The reactants are C1(CCCCCCC1)N1NC(C1=O)(C)C (2-Cyclooctyl-4,4-dimethyl-1,2-diazetidin-3-one), ClC1=C(CBr)C=CC=C1 (2-chlorobenzyl bromide). Yields the product ClC1=C(CN2N(C(C2(C)C)=O)C2CCCCCCC2)C=CC=C1 (1-(2-chlorobenzyl)-2-cyclooctyl-4,4-dimethyl-1,2-diazetidin-3-one). Reaction SMILES: [CH:1]1([N:9]2[C:12](=[O:13])[C:11]([CH3:15])([CH3:14])[NH:10]2)[CH2:8][CH2:7][CH2:6][CH2:5][CH2:4][CH2:3][CH2:2]1.[Cl:16][C:17]1[CH:24]=[CH:23][CH:22]=[CH:21][C:18]=1[CH2:19]Br>>[Cl:16][C:17]1[CH:24]=[CH:23][CH:22]=[CH:21][C:18]=1[CH2:19][N:10]1[C:11]([CH3:15])([CH3:14])[C:12](=[O:13])[N:9]1[CH:1]1[CH2:8][CH2:7][CH2:6][CH2:5][CH2:4][CH2:3][CH2:2]1. Procedure: 2-Cyclooctyl-4,4-dimethyl-1,2-diazetidin-3-one and 2-chlorobenzyl bromide were used for a similar reaction and treatment as Process 6 of Example 1, and the title compound was obtained as a colorless oil.